From a dataset of the Open Reaction Database (ORD), a public repository of structured organic reaction records. describe an organic reaction: reactants, conditions, products, and yield Starting materials: CC(=O)O, [Fe], O=[N+]([O-])c1cccc2nc(-c3cccnc3)oc12. Product: Nc1cccc2nc(-c3cccnc3)oc12. RXN SMILES: [CH3:20][C:21](=[O:22])[OH:23].[Fe:19].[N+:1]([O-:2])(=[O:3])[c:4]1[cH:5][cH:6][cH:7][c:8]2[n:9][c:10](-[c:13]3[cH:14][n:15][cH:16][cH:17][cH:18]3)[o:11][c:12]12>>[NH2:1][c:4]1[cH:5][cH:6][cH:7][c:8]2[n:9][c:10](-[c:13]3[cH:14][n:15][cH:16][cH:17][cH:18]3)[o:11][c:12]12. Reactants: Brc1ccc(I)cc1, OCCCO, CN(C)C=O, [Na+], [Na+], O=C([O-])[O-], OB(O)c1cccnc1. Yields the product Brc1ccc(-c2cccnc2)cc1. RXN SMILES: [Br:15][c:16]1[cH:17][cH:18][c:19]([I:22])[cH:20][cH:21]1.[CH2:1]([OH:2])[CH2:3][CH2:4][OH:5].[CH3:29][N:30]([CH3:31])[CH:32]=[O:33].[Na+:23].[Na+:24].[O-:25][C:26](=[O:27])[O-:28].[n:6]1[cH:7][c:8]([B:12]([OH:13])[OH:14])[cH:9][cH:10][cH:11]1>>[n:6]1[cH:7][c:8](-[c:19]2[cH:18][cH:17][c:16]([Br:15])[cH:21][cH:20]2)[cH:9][cH:10][cH:11]1.